Dataset: the Open Reaction Database (ORD), a public repository of structured organic reaction records. Task: describe an organic reaction: reactants, conditions, products, and yield Starting materials: C1(CC1)NC(C1=CC(=C(C(=C1)N1C(C(=NC=C1)NC(C)(C)C1=C(C=CC=C1)O)=O)C)F)=O (N-cyclopropyl-3-fluoro-5-[3-[[1-(2-hydroxyphenyl)-1-methylethyl]amino]-2-oxo-1(2H)-pyrazinyl]-4-methyl-benzamide), BrCCCl (1-bromo-2-chloroethane). Yields the product ClCCOC1=C(C=CC=C1)C(C)(C)NC=1C(N(C=CN1)C=1C=C(C(=O)NC2CC2)C=C(C1C)F)=O (3-[3-[[1-[2-(2-Chloroethoxy)phenyl]-1-methylethyl]amino]-2-oxo-1(2H)-pyrazinyl]-N-cyclopropyl-5-fluoro-4-methyl-benzamide). Reaction SMILES: [CH:1]1([NH:4][C:5](=[O:32])[C:6]2[CH:11]=[C:10]([N:12]3[CH:17]=[CH:16][N:15]=[C:14]([NH:18][C:19]([C:22]4[CH:27]=[CH:26][CH:25]=[CH:24][C:23]=4[OH:28])([CH3:21])[CH3:20])[C:13]3=[O:29])[C:9]([CH3:30])=[C:8]([F:31])[CH:7]=2)[CH2:3][CH2:2]1.Br[CH2:34][CH2:35][Cl:36]>>[Cl:36][CH2:35][CH2:34][O:28][C:23]1[CH:24]=[CH:25][CH:26]=[CH:27][C:22]=1[C:19]([NH:18][C:14]1[C:13](=[O:29])[N:12]([C:10]2[CH:11]=[C:6]([CH:7]=[C:8]([F:31])[C:9]=2[CH3:30])[C:5]([NH:4][CH:1]2[CH2:2][CH2:3]2)=[O:32])[CH:17]=[CH:16][N:15]=1)([CH3:20])[CH3:21]. Procedure details: The title product was prepared from N-cyclopropyl-3-fluoro-5-[3-[[1-(2-hydroxyphenyl)-1-methylethyl]amino]-2-oxo-1(2H)-pyrazinyl]-4-methyl-benzamide (Example 169g, 0.33 g) and 1-bromo-2-chloroethane using a similar method to that described for example 167e. Reactants: [Rh(COD)Cl]2, (R)—(S)-PPF-PtBu2, BrC1=C2C3(C=CC(C2=CC(=C1Br)C)O3)C (5,6-Dibromo-4,7-dimethyl-1,4-epoxy-1,4-dihydronapthalene), C(C(F)(F)F)O (trifluoroethanol), CO (methanol). Yields the product BrC=1C(=C2C=C[C@@H]([C@H](C2=C(C1Br)C)O)OC)C ((1S,2S)-6,7-Dibromo-2-methoxy-5,8-dimethyl-1,2-dihydronaphthalen-1-ol). Yield: 79.0%. RXN SMILES: [Br:1][C:2]1[C:11]([Br:12])=[C:10]([CH3:13])[CH:9]=[C:8]2[C:3]=1[C:4]1(C)O[CH:7]2[CH:6]=[CH:5]1.[CH2:16]([OH:21])C(F)(F)F.[CH3:22][OH:23]>>[Br:1][C:2]1[C:3]([CH3:4])=[C:8]2[C:9](=[C:10]([CH3:13])[C:11]=1[Br:12])[C@H:22]([OH:23])[C@@H:5]([O:21][CH3:16])[CH:6]=[CH:7]2. Reported procedure: To a flame dried round bottom flask, [Rh(COD)Cl]2 (1.5 mg, 0.0029 mmol), (R)—(S)-PPF-PtBu2 (3.2 mg, 0.0059 mmol) and 26 (195 mg, 0.59 mmol) were added followed by addition of trifluoroethanol (1.0 mL) and methanol (1.0 mL). The mixture was heated to reflux for 20 hours. The solvents were then removed in vacuo. The resulting solid was purified by flash chromatography (50% ethyl acetate in hexanes) to give 29 as a white crystalline solid (171.6 mg, 79%). The ee was determined to be 97% using HPLC ... Reactants: C(C)(C)(C)OC(=O)N1CCC(CC1)CCC(CCC1CCN(CC1)C(=O)OC(C)(C)C)C(NCC(NC[C@H](NC(OCC1=CC=CC=C1)=O)C(=O)OCC)=O)=O (tert-Butyl 4-[(10S)-3-{2-[1-(tert-butoxycarbonyl)-4-piperidyl]ethyl}-10-(ethoxycarbonyl)-4,7,12-trioxo-14-phenyl-13-oxa-5,8,11-triazatetradec-1-yl]tetrahydro-1(2H)-pyridinecarboxylate), Cl.NC[C@@H](C(=O)OCC)NS(=O)(=O)CC12C(CC(CC1)C2(C)C)=O (ethyl (2S)-3-amino-2-({[(7,7-dimethyl-2-oxobicyclo[2.2.1]hept-1-yl)methyl]sulphonyl}amino)propanoate hydrochloride), C(C)(C)(C)OC(=O)N1CCC(CC1)CCC(C(=O)NCC(=O)O)CCC1CCN(CC1)C(=O)OC(C)(C)C (2-[(4-[1-(tert-butoxycarbonyl)-4-piperidyl]-2-{2-[1-(tert-butoxycarbonyl)-4-piperidyl]ethyl}butanoyl)amino]acetic acid). Product: C(C)(C)(C)OC(=O)N1CCC(CC1)CCC(CCC1CCN(CC1)C(=O)OC(C)(C)C)C(NCC(NC[C@H](NS(CC12C(CC(CC1)C2(C)C)=O)(=O)=O)C(=O)OCC)=O)=O (tert-Butyl 4-[(10S)-3-{2-[1-(tert-Butoxycarbonyl)-4-piperidyl]ethyl}-13-(7,7-dimethyl-2-oxobicyclo[2.2.1]hept-1-yl)-10-(ethoxycarbonyl)-4,7,12,12-tetraoxo-12λ6-thia-5,8,11-triazatridec-1-yl]tetrahydro-1(2H)-pyridinecarboxylate). RXN SMILES: [C:1]([O:5][C:6]([N:8]1[CH2:13][CH2:12][CH:11]([CH2:14][CH2:15][CH:16]([C:32](=[O:56])[NH:33][CH2:34][C:35](=[O:55])[NH:36][CH2:37][C@@H:38]([C:50]([O:52][CH2:53][CH3:54])=[O:51])[NH:39]C(=O)OCC2C=CC=CC=2)[CH2:17][CH2:18][CH:19]2[CH2:24][CH2:23][N:22]([C:25]([O:27][C:28]([CH3:31])([CH3:30])[CH3:29])=[O:26])[CH2:21][CH2:20]2)[CH2:10][CH2:9]1)=[O:7])([CH3:4])([CH3:3])[CH3:2].Cl.NC[C@H](N[S:67]([CH2:70][C:71]12[C:77]([CH3:79])([CH3:78])[CH:74]([CH2:75][CH2:76]1)[CH2:73][C:72]2=[O:80])(=[O:69])=[O:68])C(OCC)=O.C(OC(N1CCC(CCC(CCC2CCN(C(OC(C)(C)C)=O)CC2)C(NCC(O)=O)=O)CC1)=O)(C)(C)C>>[C:28]([O:27][C:25]([N:22]1[CH2:21][CH2:20][CH:19]([CH2:18][CH2:17][CH:16]([C:32](=[O:56])[NH:33][CH2:34][C:35](=[O:55])[NH:36][CH2:37][C@@H:38]([C:50]([O:52][CH2:53][CH3:54])=[O:51])[NH:39][S:67](=[O:68])(=[O:69])[CH2:70][C:71]23[C:77]([CH3:79])([CH3:78])[CH:74]([CH2:75][CH2:76]2)[CH2:73][C:72]3=[O:80])[CH2:15][CH2:14][CH:11]2[CH2:12][CH2:13][N:8]([C:6]([O:5][C:1]([CH3:2])([CH3:4])[CH3:3])=[O:7])[CH2:9][CH2:10]2)[CH2:24][CH2:23]1)=[O:26])([CH3:31])([CH3:30])[CH3:29] |f:1.2|. Reported procedure: According to the procedure described for compound 29, starting with ethyl (2S)-3-amino-2-({[(7,7-dimethyl-2-oxobicyclo[2.2.1]hept-1-yl)methyl]sulphonyl}amino)propanoate hydrochloride and compound 4. The reactants are CC1(CCSC2=CC(=CC=C12)C#C[Si](C)(C)C)C (4,4-dimethyl-7-trimethylsilylethynyl-thio-chroman), CC1(CCSC2=CC(=CC=C12)C#C[Si](C)(C)C)C (4,4-dimethyl-7-trimethylsilylethynyl-thio-chroman), [OH-].[K+] (KOH). Run in C(C)(C)O (isopropyl alcohol). Run at time 18 hour. The product is 4-4-dimethyl-7-ethynyl-thiochroman, CC1(CCSC2=CC(=CC=C12)C#C)C (4,4-dimethyl-7-ethynylthiochroman). As a reaction SMILES: [CH3:1][C:2]1([CH3:18])[C:11]2[C:6](=[CH:7][C:8]([C:12]#[C:13][Si](C)(C)C)=[CH:9][CH:10]=2)[S:5][CH2:4][CH2:3]1.[OH-].[K+]>C(O)(C)C>[CH3:1][C:2]1([CH3:18])[C:11]2[C:6](=[CH:7][C:8]([C:12]#[CH:13])=[CH:9][CH:10]=2)[S:5][CH2:4][CH2:3]1 |f:1.2|. Reported procedure: To a solution of 1 g (3.6 mmol) of 4,4-dimethyl-7-trimethylsilylethynyl-thio-chroman (Compound 47) in 10 ml of isopropyl alcohol was added 5 ml of 1N KOH solution. The reaction mixture was stirred at room temperature for 18 hours and the isopropanol was then removed under vacuum. The residue was extracted with ether and the ether extracts were combined and washed with dilute HCl solution, water and saturated NaCl solution, and were thereafter dried (MgSO4). The solvent was removed in vacuo to gi... Reactants: N1C(C2(C3=CC=CC=C13)COC=1C2=CC2=C(OCO2)C1)=O (spiro[furo[2,3-f][1,3]benzodioxole-7,3′-indol]-2′(1′H)-one), BrCC=1OC(=CC1)C(F)(F)F (2-(bromomethyl)-5-(trifluoromethyl)furan), BrC1=C2C3(C(NC2=CC=C1)=O)COC=1C3=CC3=C(OCO3)C1 (4′-bromospiro[furo[2,3-f][1,3]benzodioxole-7,3′-indol]-2′(1′H)-one), BrCCCC(=O)OCC (ethyl 4-bromobutyrate). Yields the product O=C1N(C2=CC=CC=C2C12COC=1C2=CC2=C(OCO2)C1)CCCC(=O)OCC (ethyl 4-(2′-oxospiro[furo[2,3-f][1,3]benzodioxole-7,3′-indol]-1′(2′H)-yl)butanoate). Reaction SMILES: [NH:1]1[C:9]2[C:4](=[CH:5][CH:6]=[CH:7][CH:8]=2)[C:3]2([C:13]3=[CH:14][C:15]4[O:19][CH2:18][O:17][C:16]=4[CH:20]=[C:12]3[O:11][CH2:10]2)[C:2]1=[O:21].BrC1C=CC=C2C=1C1(C3=CC4OCOC=4C=C3OC1)C(=O)N2.Br[CH2:45][CH2:46][CH2:47][C:48]([O:50][CH2:51][CH3:52])=[O:49].BrCC1OC(C(F)(F)F)=CC=1>>[O:21]=[C:2]1[C:3]2([C:13]3=[CH:14][C:15]4[O:19][CH2:18][O:17][C:16]=4[CH:20]=[C:12]3[O:11][CH2:10]2)[C:4]2[C:9](=[CH:8][CH:7]=[CH:6][CH:5]=2)[N:1]1[CH2:45][CH2:46][CH2:47][C:48]([O:50][CH2:51][CH3:52])=[O:49]. Procedure details: Following the procedure described in EXAMPLE 10.47, and making non-critical variations using spiro[furo[2,3-f][1,3]benzodioxole-7,3′-indol]-2′(1′H)-one to replace 4′-bromospiro[furo[2,3-f][1,3]benzodioxole-7,3′-indol]-2′(1′H)-one, and ethyl 4-bromobutyrate to replace 2-(bromomethyl)-5-(trifluoromethyl)furan, the title compound was obtained (80%) as a gummy material: 1H NMR (300 MHz, CDCl3) δ 7.29 (t, 1H), 7.14 (d, 1H), 7.04 (d, 1H), 6.99 (d, 1H), 6.48 (s, 1H), 6.18 (s, 1H), 5.84 (d, 2H), 4.76 (A...